describe an organic reaction: reactants, conditions, products, and yield From a dataset of the Open Reaction Database (ORD), a public repository of structured organic reaction records. Starting materials: O=C(Cl)OC(Cl)(Cl)Cl, Clc1ccccc1, Cc1nc(C(F)(F)F)sc1C(=O)O, c1ccncc1. The product is [Cl-], Cc1nc(C(F)(F)F)sc1C(=O)O. Reaction SMILES: [Cl:20][C:21]([O:22][C:23]([Cl:24])([Cl:25])[Cl:26])=[O:27].[Cl:28][c:29]1[cH:30][cH:31][cH:32][cH:33][cH:34]1.[F:1][C:2]([c:3]1[s:4][c:5]([C:9](=[O:10])[OH:11])[c:6]([CH3:8])[n:7]1)([F:12])[F:13].[cH:14]1[cH:15][cH:16][n:17][cH:18][cH:19]1>>[Cl-:20].[F:1][C:2]([c:3]1[s:4][c:5]([C:9](=[O:10])[OH:11])[c:6]([CH3:8])[n:7]1)([F:12])[F:13]. Reactants: Cl.N1(CCCC1)[C@@H]1CC[C@H](CC1)C(=O)O (trans-4-(1-pyrrolidinyl)cyclohexanecarboxylate hydrochloride), N-cyclohexylcarbodiimide-N′-propyloxymethylpolystylene, N=C=N (Carbodiimide), C([O-])([O-])=O (carbonate), C([O-])([O-])=O (Carbonate), ON1N=NC2=C1C=CC=C2 (1-hydroxybenzotriazole), Cl.Cl.C(C)OC=1C=C(CN2N=CC=3C2=NC=NC3N3CCNCC3)C=CC1 (1-(3-ethoxybenzyl)-4-piperazin-1-yl-1H-pyrazolo[3,4-d]pyrimidine dihydrochloride). The solvent is C(Cl)Cl (methylene chloride), CN(C=O)C (N,N-dimethylformamide), C(C)N(CC)CC (triethylamine). Reaction conditions: time 24 hour. Product: C(C)OC=1C=C(CN2N=CC=3C2=NC=NC3N3CCN(CC3)C(=O)[C@@H]3CC[C@H](CC3)N3CCCC3)C=CC1 (1-(3-ethoxybenzyl)-4-[4-[[trans-4-(1-pyrrolidinyl)cyclohexyl]carbonyl]piperazin-1-yl]-1H-pyrazolo[3,4-d]-pyrimidine). The yield is 71.5%. Reaction SMILES: Cl.[N:2]1([C@H:7]2[CH2:12][CH2:11][C@H:10]([C:13]([OH:15])=O)[CH2:9][CH2:8]2)[CH2:6][CH2:5][CH2:4][CH2:3]1.Cl.Cl.[CH2:18]([O:20][C:21]1[CH:22]=[C:23]([CH:40]=[CH:41][CH:42]=1)[CH2:24][N:25]1[C:29]2=[N:30][CH:31]=[N:32][C:33]([N:34]3[CH2:39][CH2:38][NH:37][CH2:36][CH2:35]3)=[C:28]2[CH:27]=[N:26]1)[CH3:19].ON1C2C=CC=CC=2N=N1.N=C=N.C(=O)([O-])[O-]>CN(C)C=O.C(N(CC)CC)C.C(Cl)Cl>[CH2:18]([O:20][C:21]1[CH:22]=[C:23]([CH:40]=[CH:41][CH:42]=1)[CH2:24][N:25]1[C:29]2=[N:30][CH:31]=[N:32][C:33]([N:34]3[CH2:35][CH2:36][N:37]([C:13]([C@H:10]4[CH2:9][CH2:8][C@H:7]([N:2]5[CH2:3][CH2:4][CH2:5][CH2:6]5)[CH2:12][CH2:11]4)=[O:15])[CH2:38][CH2:39]3)=[C:28]2[CH:27]=[N:26]1)[CH3:19] |f:0.1,2.3.4|. Procedure details: To trans-4-(1-pyrrolidinyl)cyclohexanecarboxylate hydrochloride (26 mg; compound obtained in Reference example 87(2)) is added successively methylene chloride (3.5 mL), 1-(3-ethoxybenzyl)-4-piperazin-1-yl-1H-pyrazolo[3,4-d]pyrimidine dihydrochloride (30 mg), 0.5M 1-hydroxybenzotriazole in N,N-dimethylformamide (219 μL), triethylamine (35.6 μL) and N-cyclohexylcarbodiimide-N′-propyloxymethylpolystylene (310.4 mg, PS-Carbodiimide, 0.94 mmol/g, Argonaut Technology) and the mixture is stirred at roo... Reactants: Polyphosphoric acid, COC1=CC=C(C=C1)NC=1C(C(=O)O)=CC=CC1 (N-(4-methoxyphenyl)anthranilic acid). The solvent is O (water). Run at temperature 160 celsius, time 15 minute. The product is COC1=CC=2C(C3=CC=CC=C3NC2C=C1)=O (2-methoxyacridone). Isolated yield 81.5%. RXN SMILES: [CH3:1][O:2][C:3]1[CH:8]=[CH:7][C:6]([NH:9][C:10]2[C:11](=[CH:15][CH:16]=[CH:17][CH:18]=2)[C:12]([OH:14])=O)=[CH:5][CH:4]=1>O>[CH3:1][O:2][C:3]1[CH:4]=[CH:5][C:6]2[NH:9][C:10]3[C:11](=[CH:15][CH:16]=[CH:17][CH:18]=3)[C:12](=[O:14])[C:7]=2[CH:8]=1. Reported procedure: Polyphosphoric acid (50 gm) was heated to 160° C. under a nitrogen atmosphere. N-(4-methoxyphenyl)anthranilic acid (4.89 gm; 20 mmol) was added and the mixture stirred at 160° C. for 15 minutes. The reaction was cooled rapidly in an ice bath and water added to give a greenish yellow precipitate. This was filtered off, washed with water, then dilute sodium bicarbonate solution and again with water. The solid was finally dried at 50° C. under vacuum to give 3.67 gm (81%) of 2-methoxyacridone. δH (... The reactants are C(C)(=O)O[C@H]1[C@@H](O[C@@H]([C@H]([C@@H]1OC(C)=O)OC(C)=O)O\C(=C/C1=C(C=CC=C1)F)\C(=O)OCC)COC(C)=O ((2S,3S,4R,5S,6R)-2-(Acetoxymethyl)-6-(((Z)-3-ethoxy-1-(2-fluorophenyl)-3-oxoprop-1-en-2-yl)oxy)tetrahydro-2H-pyran-3,4,5-triyl triacetate), [Br-].C(C)(=O)O[C@H]1[C@@H](O)O[C@@H]([C@@H]([C@@H]1OC(C)=O)OC(C)=O)COC(C)=O (2,3,4,6-tetra-O-acetyl-α-D-galactose bromide), C1(=CC=CC=C1)CC(C(=O)OCC)=O (Ethyl phenylpyruvate), [H-].[Na+] (sodium hydride). Product: C(C)(=O)O[C@@H]1[C@@H](O[C@@H]([C@H]([C@@H]1OC(C)=O)OC(C)=O)O\C(=C/C1=CC=CC=C1)\C(=O)OCC)COC(C)=O ((2S,3R,4R,5S,6R)-2-(Acetoxymethyl)-6-(((Z)-3-ethoxy-3-oxo-1-phenylprop-1-en-2-yl)oxy)tetrahydro-2H-pyran-3,4,5-triyl triacetate). The yield is 37.0%. RXN SMILES: [C:1]([O:4][C@@H:5]1[C@@H:10]([O:11][C:12](=[O:14])[CH3:13])[C@H:9]([O:15][C:16](=[O:18])[CH3:17])[C@@H:8]([O:19]/[C:20](/[C:29]([O:31][CH2:32][CH3:33])=[O:30])=[CH:21]\[C:22]2[CH:27]=[CH:26][CH:25]=[CH:24][C:23]=2F)[O:7][C@H:6]1[CH2:34][O:35][C:36](=[O:38])[CH3:37])(=[O:3])[CH3:2].C1(CC(=O)C(OCC)=O)C=CC=CC=1.[H-].[Na+].[Br-].C(O[C@@H]1[C@@H](OC(=O)C)[C@@H](OC(=O)C)[C@@H](COC(=O)C)O[C@@H]1O)(=O)C>>[C:1]([O:4][C@H:5]1[C@@H:10]([O:11][C:12](=[O:14])[CH3:13])[C@H:9]([O:15][C:16](=[O:18])[CH3:17])[C@@H:8]([O:19]/[C:20](/[C:29]([O:31][CH2:32][CH3:33])=[O:30])=[CH:21]\[C:22]2[CH:27]=[CH:26][CH:25]=[CH:24][CH:23]=2)[O:7][C@H:6]1[CH2:34][O:35][C:36](=[O:38])[CH3:37])(=[O:3])[CH3:2] |f:2.3,4.5|. Procedure details: The title compound was prepared as described for C4 using (ethyl 3-(phenyl)-2-oxopropanoate B6 (100 mg, 0.520 mmol), sodium hydride (13.73 mg, 0.572 mmol) and 2,3,4,6-tetra-O-acetyl-α-D-galactose bromide (214 mg, 0.520 mmol). The resulting compound was isolated in the form of white solid in 37% yield. Reactants: CNC=1N(C2=CC=C(C=C2C1)C)C (N,1,5-trimethyl-1H-indole-2-amine), BrC=1C=C(C=CC1)C(C(=O)OCC)=CO (ethyl 2-(3-bromophenyl)-3-hydroxy-2-propenoate). The product is BrC=1C=C(C=CC1)C1=CC2=C(NC3=CC=C(C=C23)C)N(C1=O)C (3-(3-Bromophenyl)-1,6-dimethyl-1,9-dihydro-2H-pyrido[2,3-b]indol-2-one). As a reaction SMILES: [CH3:1][NH:2][C:3]1[N:4](C)[C:5]2[C:10]([CH:11]=1)=[CH:9][C:8]([CH3:12])=[CH:7][CH:6]=2.[Br:14][C:15]1[CH:16]=[C:17]([C:21](=[CH:27]O)[C:22](OCC)=[O:23])[CH:18]=[CH:19][CH:20]=1>>[Br:14][C:15]1[CH:16]=[C:17]([C:21]2[C:22](=[O:23])[N:2]([CH3:1])[C:3]3[NH:4][C:5]4[C:10]([C:11]=3[CH:27]=2)=[CH:9][C:8]([CH3:12])=[CH:7][CH:6]=4)[CH:18]=[CH:19][CH:20]=1. Procedure details: This compound is prepared according to the usual methods by reaction of N,1,5-trimethyl-1H-indole-2-amine with ethyl 2-(3-bromophenyl)-3-hydroxy-2-propenoate.